The task is: describe an organic reaction: reactants, conditions, products, and yield. This data is from the Open Reaction Database (ORD), a public repository of structured organic reaction records. The reactants are CO, CNc1ccc([N+](=O)[O-])cc1, COC(=O)Cl. Product: COC(=O)N(C)c1ccc([N+](=O)[O-])cc1. As a reaction SMILES: [CH3:17][OH:18].[CH3:1][NH:2][c:3]1[cH:4][cH:5][c:6]([N+:9](=[O:10])[O-:11])[cH:7][cH:8]1.[Cl:12][C:13](=[O:14])[O:15][CH3:16]>>[CH3:1][N:2]([c:3]1[cH:4][cH:5][c:6]([N+:9](=[O:10])[O-:11])[cH:7][cH:8]1)[C:13](=[O:14])[O:15][CH3:16]. The reactants are O1CC(CC(C1)=O)=O (2H-pyran-3,5(4H,6H)-dione), IC=1C=C(C=O)C=CC1C (3-iodo-4-methylbenzaldehyde), N\C(=C/C(=O)OC)\C (methyl 3-aminocrotonate). Solvent: CO (methanol). Product: IC=1C=C(C=CC1C)C1C2=C(NC(=C1C(=O)OC)C)COCC2=O (Methyl 4-(3-iodo-4-methylphenyl)-2-methyl-5-oxo-4,5,6,8-tetrahydro-1H-pyrano[3,4-b]pyridine-3-carboxylate). Isolated yield 45.5%. As a reaction SMILES: [O:1]1[CH2:6][C:5](=O)[CH2:4][C:3](=[O:8])[CH2:2]1.[I:9][C:10]1[CH:11]=[C:12]([CH:15]=[CH:16][C:17]=1[CH3:18])[CH:13]=O.[NH2:19]/[C:20](/[CH3:26])=[CH:21]\[C:22]([O:24][CH3:25])=[O:23]>CO>[I:9][C:10]1[CH:11]=[C:12]([CH:13]2[C:21]([C:22]([O:24][CH3:25])=[O:23])=[C:20]([CH3:26])[NH:19][C:5]3[CH2:6][O:1][CH2:2][C:3](=[O:8])[C:4]2=3)[CH:15]=[CH:16][C:17]=1[CH3:18]. Reported procedure: The product from Example 11B (0.34 g, 3.0 mmol), the product from Example 54A (0.74 g, 3.0 mmol) and methyl 3-aminocrotonate (0.35 g, 3.0 mmol) in methanol (8 mL) were processed as described in Example 68A to provide the title compound (0.60 g). The reactants are C1(CC1)CC1=NC(=CC(=C1CO)C(F)(F)F)C1=CC=C(C=C1)OC(F)(F)F ([2-cyclopropylmethyl-6-(4-trifluoromethoxy-phenyl)-4-trifluoromethyl-pyridin-3-yl]-methanol), CN(C(=O)N=NC(=O)N(C)C)C (N,N,N′,N′-tetramethylazodicarboxamide), C(CCC)P(CCCC)CCCC (tributylphosphine), C(C)OC(C(C)(C)OC1=C(C=C(C=C1)O)C)=O (2-(4-hydroxy-2-methyl-phenoxy)-2-methyl-propionic acid ethyl ester). Product: C(C)OC(C(C)(C)OC1=C(C=C(C=C1)OCC=1C(=NC(=CC1C(F)(F)F)C1=CC=C(C=C1)OC(F)(F)F)CC1CC1)C)=O (2-{4-[2-Cyclopropylmethyl-6-(4-trifluoromethoxy-phenyl)-4-trifluoromethyl-pyridin-3-ylmethoxy]-2-methyl-phenoxy}-2-methyl-propionic acid ethyl ester). Reaction SMILES: [CH2:1]([O:3][C:4](=[O:17])[C:5]([O:8][C:9]1[CH:14]=[CH:13][C:12]([OH:15])=[CH:11][C:10]=1[CH3:16])([CH3:7])[CH3:6])[CH3:2].[CH:18]1([CH2:21][C:22]2[C:27]([CH2:28]O)=[C:26]([C:30]([F:33])([F:32])[F:31])[CH:25]=[C:24]([C:34]3[CH:39]=[CH:38][C:37]([O:40][C:41]([F:44])([F:43])[F:42])=[CH:36][CH:35]=3)[N:23]=2)[CH2:20][CH2:19]1.CN(C)C(N=NC(N(C)C)=O)=O.C(P(CCCC)CCCC)CCC>>[CH2:1]([O:3][C:4](=[O:17])[C:5]([O:8][C:9]1[CH:14]=[CH:13][C:12]([O:15][CH2:28][C:27]2[C:22]([CH2:21][CH:18]3[CH2:20][CH2:19]3)=[N:23][C:24]([C:34]3[CH:35]=[CH:36][C:37]([O:40][C:41]([F:44])([F:42])[F:43])=[CH:38][CH:39]=3)=[CH:25][C:26]=2[C:30]([F:31])([F:33])[F:32])=[CH:11][C:10]=1[CH3:16])([CH3:6])[CH3:7])[CH3:2]. Procedure details: In analogy to the procedure described in example 43E], 2-(4-hydroxy-2-methyl-phenoxy)-2-methyl-propionic acid ethyl ester (described in WO 02/092590) was reacted with [2-cyclopropylmethyl-6-(4-trifluoromethoxy-phenyl)-4-trifluoromethyl-pyridin-3-yl]-methanol in the presence of N,N,N′,N′-tetramethylazodicarboxamide and tributylphosphine to give the title compound as colorless crystals. Reactants: ClC1=CC=C(OC2=CC=C(C=C2)NCC(=O)N[C@H](C(=O)NCCN2CCCC2)CC2=CC=CC=C2)C=C1 ((S)-2-{2-[4-(4-Chloro-phenoxy)-phenylamino]-acetylamino}-3-phenyl-N-(2-pyrrolidin-1-yl-ethyl)-propionamide), ClC1=CC=C(OC2=CC=C(C=C2)N=C(NC(CC(=O)NCCN2CCCC2)C2=CC=CC=C2)NC#N)C=C1 (3-{N′-[4-(4-Chloro-phenoxy)-phenyl]-N″-cyano-guanidino}-3-phenyl-N-(2-pyrrolidin-1-yl-ethyl)-propionamide). The product is ClC1=CC=C(OC2=CC=C(C=C2)N=C(N[C@H](CC(=O)NCCN2CCCC2)CC2=CC=CC=C2)NC#N)C=C1 ((S)-3-{N′-[4-(4-Chloro-phenoxy)-phenyl]-N″-cyano-guanidino}-4-phenyl-N-(2-pyrrolidin-1-yl-ethyl)-butyramide). As a reaction SMILES: Cl[C:2]1C=CC(OC2C=CC(NCC(N[C@@H](CC3C=CC=CC=3)C(NCCN3CCCC3)=O)=O)=CC=2)=CC=1.[Cl:38][C:39]1[CH:75]=[CH:74][C:42]([O:43][C:44]2[CH:49]=[CH:48][C:47]([N:50]=[C:51]([NH:71][C:72]#[N:73])[NH:52][CH:53]([C:65]3[CH:70]=[CH:69][CH:68]=[CH:67][CH:66]=3)[CH2:54][C:55]([NH:57][CH2:58][CH2:59][N:60]3[CH2:64][CH2:63][CH2:62][CH2:61]3)=[O:56])=[CH:46][CH:45]=2)=[CH:41][CH:40]=1>>[Cl:38][C:39]1[CH:40]=[CH:41][C:42]([O:43][C:44]2[CH:49]=[CH:48][C:47]([N:50]=[C:51]([NH:71][C:72]#[N:73])[NH:52][C@@H:53]([CH2:65][C:66]3[CH:2]=[CH:70][CH:69]=[CH:68][CH:67]=3)[CH2:54][C:55]([NH:57][CH2:58][CH2:59][N:60]3[CH2:64][CH2:63][CH2:62][CH2:61]3)=[O:56])=[CH:46][CH:45]=2)=[CH:74][CH:75]=1. Procedure: Prepared as in Example 8 from [(S)-1-benzyl-2-(2-pyrrolidin-1-yl-ethylcarbamoyl)-ethyl]-carbamic acid tert-butyl ester (Example 27, step A) and 1-[4-(4-chloro-phenoxy)-phenyl]-3-cyano-thiourea (Example 32, step A). MS (electrospray): mass calculated for C30H33ClN6O2, 544.24; m/z found, 545.2 [M+H]+. 1H NMR (400 MHz, CDCl3): 7.27–7.08 (m, 9H), 6.91 (t, J=9.4 Hz, 4H), 6.25 (br s, 1H), 4.35–4.26 (m, 1H), 3.35–3.28 (m, 1H), 3.25–3.17 (m, 1H), 2.99 (dd, J=13.5, 6.4 Hz, 1H), 2.7–2.68 (m, 1H), 2.52 (t,... Run in C(C)(=O)O (acetic acid). Procedure: A stirred mixture of 15.0 g of 3-dimethylamino-4'-methoxyacrylophenone (prepared as described in Example 8) and 9.2 g of 4-amino-5-imidazolecarboxamide hydrochloride in 450 ml of glacial acetic acid was heated at reflux for 24 hours. Evaporation of the solvent in vacuo gave a solid which was treated with saturated sodium bicarbonate solution, then washed with water and filtered to give colorless crystals. This material was treated with hot acetonitrile and collected by filtration. Recrystallizat... As a reaction SMILES: C[N:2]([CH3:15])[CH:3]=[CH:4][C:5]([C:7]1[CH:12]=[CH:11][C:10]([O:13][CH3:14])=[CH:9][CH:8]=1)=O.Cl.NC1[N:19]=[CH:20][NH:21][C:22]=1[C:23]([NH2:25])=[O:24].C(=O)(O)[O-].[Na+].C(#N)C>C(O)(=O)C>[CH3:14][O:13][C:10]1[CH:9]=[CH:8][C:7]([C:5]2[N:19]3[CH:20]=[N:21][C:22]([C:23]([NH2:25])=[O:24])=[C:15]3[N:2]=[CH:3][CH:4]=2)=[CH:12][CH:11]=1 |f:1.2,3.4|. Yields the product COC1=CC=C(C=C1)C1=CC=NC=2N1C=NC2C(=O)N (4-(4-Methoxyphenyl)imidazo[1,5-a]pyrimidine-8-carboxamide). Yield: 40.2%. The reactants are C(C)#N (acetonitrile), CN(C=CC(=O)C1=CC=C(C=C1)OC)C (3-dimethylamino-4'-methoxyacrylophenone), Cl.NC=1N=CNC1C(=O)N (4-amino-5-imidazolecarboxamide hydrochloride), C([O-])(O)=O.[Na+] (sodium bicarbonate). The reactants are C#CCC(C)(C)CCN(C(=O)CN1CCc2cc(OC)c(Br)cc2C1COCC)C(C)(C)C, CCCCCCC, CC(C)OC(C)C, C#C, Cl, [K+], C1COCCO1, [OH-], O. Product: C#CCC(C)(C)CCN(C(=O)CN1CCc2cc(OC)c(Br)cc2C1C(=O)O)C(C)(C)C. Reaction SMILES: [Br:1][c:2]1[c:3]([O:32][CH3:33])[cH:4][c:5]2[c:10]([cH:11]1)[CH:9]([CH2:12][O:13][CH2:14][CH3:15])[N:8]([CH2:16][C:17](=[O:18])[N:19]([CH2:20][CH2:21][C:22]([CH2:23][C:24]#[CH:25])([CH3:26])[CH3:27])[C:28]([CH3:29])([CH3:30])[CH3:31])[CH2:7][CH2:6]2.[CH3:44][CH2:45][CH2:46][CH2:47][CH2:48][CH2:49][CH3:50].[CH:37]([O:40][CH:38]([CH3:39])[CH3:41])([CH3:42])[CH3:43].[CH:51]#[CH:52].[ClH:36].[K+:35].[O:54]1[CH2:55][CH2:56][O:57][CH2:58][CH2:59]1.[OH-:34].[OH2:53]>>[Br:1][c:2]1[c:3]([O:32][CH3:33])[cH:4][c:5]2[c:10]([cH:11]1)[CH:9]([C:12](=[O:13])[OH:40])[N:8]([CH2:16][C:17](=[O:18])[N:19]([CH2:20][CH2:21][C:22]([CH2:23][C:24]#[CH:25])([CH3:26])[CH3:27])[C:28]([CH3:29])([CH3:30])[CH3:31])[CH2:7][CH2:6]2. Reactants: C=CCOC(=O)c1ccc(C(=O)O)cc1, CC1(C)CCC(C)(C)c2cc(CO)ccc21. The product is C=CCOC(=O)c1ccc(C(=O)OCc2ccc3c(c2)C(C)(C)CCC3(C)C)cc1. RXN SMILES: [CH2:1]([CH:2]=[CH2:3])[O:4][C:5](=[O:6])[c:7]1[cH:8][cH:9][c:10]([C:11](=[O:12])[OH:13])[cH:14][cH:15]1.[CH3:16][C:17]1([CH3:31])[c:18]2[cH:19][cH:20][c:21]([CH2:29][OH:30])[cH:22][c:23]2[C:24]([CH3:27])([CH3:28])[CH2:25][CH2:26]1>>[CH2:1]([CH:2]=[CH2:3])[O:4][C:5](=[O:6])[c:7]1[cH:8][cH:9][c:10]([C:11](=[O:12])[O:30][CH2:29][c:21]2[cH:20][cH:19][c:18]3[c:23]([cH:22]2)[C:24]([CH3:27])([CH3:28])[CH2:25][CH2:26][C:17]3([CH3:16])[CH3:31])[cH:14][cH:15]1.